From a dataset of the Open Reaction Database (ORD), a public repository of structured organic reaction records. describe an organic reaction: reactants, conditions, products, and yield The reactants are NC1C(CCCC1)N (1,2-Diaminocyclohexane), solution, S (hydrogen sulphide), OC[C@@H]1N(CCC1)CC(C)N1C2=CC=CC=C2SC=2C=CC(=CC12)C(N)=S (10-{1-[(2R)-2-hydroxymethyl-1-pyrrolidinyl]-2-propyl}-2-phenothiazinecarbothioamide), C(C)(C)OC(C)C (isopropyl ether). Solvent: C(C)(=O)OCC (ethyl acetate). Conditions: temperature 150 celsius. Product: N1C(=NC2C1CCCC2)C2=CC=1N(C3=CC=CC=C3SC1C=C2)C(CN2[C@H](CCC2)CO)C (2-(3a,4,5,6,7,7a-hexahydro-1H-benzimidazol-2-yl)-10-{1-[(2R)-2-hydroxymethyl-1-pyrrolidinyl]-2-propyl}phenothiazine). RXN SMILES: [NH2:1][CH:2]1[CH2:7][CH2:6][CH2:5][CH2:4][CH:3]1[NH2:8].S.[OH:10][CH2:11][C@H:12]1[CH2:16][CH2:15][CH2:14][N:13]1[CH2:17][CH:18]([N:20]1[C:33]2[CH:32]=[C:31]([C:34](=S)N)[CH:30]=[CH:29][C:28]=2[S:27][C:26]2[C:21]1=[CH:22][CH:23]=[CH:24][CH:25]=2)[CH3:19].C(OC(C)C)(C)C>C(OCC)(=O)C>[NH:1]1[CH:2]2[CH2:7][CH2:6][CH2:5][CH2:4][CH:3]2[N:8]=[C:34]1[C:31]1[CH:30]=[CH:29][C:28]2[S:27][C:26]3[C:21](=[CH:22][CH:23]=[CH:24][CH:25]=3)[N:20]([CH:18]([CH3:19])[CH2:17][N:13]3[CH2:14][CH2:15][CH2:16][C@@H:12]3[CH2:11][OH:10])[C:33]=2[CH:32]=1. Reported procedure: 1,2-Diaminocyclohexane (7.98 g) is added to an ethanolic solution (30 cc), saturated with hydrogen sulphide, of 10-{1-[(2R)-2-hydroxymethyl-1-pyrrolidinyl]-2-propyl}-2-phenothiazinecarbothioamide, L series (2.79 g). The mixture is heated in an autoclave at 150° C. for 17 hours, then diluted with ethyl acetate (250 cc) and washed with distilled water (4×200 cc). The organic phase is separated after settling has taken place, dried over magnesium sulphate, filtered and concentrated to dryness under... Starting materials: COC(=O)CC1Cc2ccc(OCCCNc3cc(C)ccn3)cc2CN(CC(F)(F)F)C1=O, CCOC(=O)CC1Cc2ccc(OCCCNc3ccccn3)cc2CNC1=O. Product: Cc1ccnc(NCCCOc2ccc3c(c2)CN(CC(F)(F)F)C(=O)C(CC(=O)O)C3)c1. As a reaction SMILES: [CH3:1][O:2][C:3]([CH2:4][CH:5]1[C:6](=[O:33])[N:7]([CH2:28][C:29]([F:30])([F:31])[F:32])[CH2:8][c:9]2[c:10]([cH:12][cH:13][c:14]([O:16][CH2:17][CH2:18][CH2:19][NH:20][c:21]3[n:22][cH:23][cH:24][c:25]([CH3:27])[cH:26]3)[cH:15]2)[CH2:11]1)=[O:34].[n:35]1[cH:36][cH:37][cH:38][cH:39][c:40]1[NH:41][CH2:42][CH2:43][CH2:44][O:45][c:46]1[cH:47][cH:48][c:49]2[c:62]([cH:63]1)[CH2:61][NH:60][C:58](=[O:59])[CH:51]([CH2:52][C:53]([O:54][CH2:55][CH3:56])=[O:57])[CH2:50]2>>[O:2]=[C:3]([CH2:4][CH:5]1[C:6](=[O:33])[N:7]([CH2:28][C:29]([F:30])([F:31])[F:32])[CH2:8][c:9]2[c:10]([cH:12][cH:13][c:14]([O:16][CH2:17][CH2:18][CH2:19][NH:20][c:21]3[n:22][cH:23][cH:24][c:25]([CH3:27])[cH:26]3)[cH:15]2)[CH2:11]1)[OH:34]. Reactants: NC(=O)c1csc(Br)n1, Cc1[nH]c(C(=O)NC2CCNCC2)cc1Br, Cl. Yields the product Cc1[nH]c(C(=O)NC2CCN(c3nc(C(N)=O)cs3)CC2)cc1Br. Reaction SMILES: [Br:18][c:19]1[s:20][cH:21][c:22]([C:24](=[O:25])[NH2:26])[n:23]1.[Br:2][c:3]1[cH:4][c:5]([C:9](=[O:10])[NH:11][CH:12]2[CH2:13][CH2:14][NH:15][CH2:16][CH2:17]2)[nH:6][c:7]1[CH3:8].[ClH:1]>>[Br:2][c:3]1[cH:4][c:5]([C:9](=[O:10])[NH:11][CH:12]2[CH2:13][CH2:14][N:15]([c:19]3[s:20][cH:21][c:22]([C:24](=[O:25])[NH2:26])[n:23]3)[CH2:16][CH2:17]2)[nH:6][c:7]1[CH3:8].